The task is: describe an organic reaction: reactants, conditions, products, and yield. This data is from the Open Reaction Database (ORD), a public repository of structured organic reaction records. Reactants: NC1=CC(=C(C=C1)C=CC(=O)OC)NC(=O)NC(C1=C(C=C(C(=C1)F)F)Cl)=O (methyl 3-{4-amino-2-[3-(2-chloro-4,5-difluorobenzoyl)-ureido]phenyl}acrylate), C([O-])([O-])=O.[K+].[K+] (potassium carbonate), ClC(=O)OC1=CC=C(C=C1)Cl (4-chlorophenyl chloroformate). The solvent is CN(C=O)C (dimethylformamide). Product: ClC1=C(C(=O)NC(NC2=C(C=CC(=C2)NC(=O)OC2=CC=C(C=C2)Cl)/C=C/C(=O)OC)=O)C=C(C(=C1)F)F (Methyl (E)-3-[2-[3-(2-chloro-4,5-difluorobenzoyl)ureido]-4-(4-chloro-phenoxycarbonylamino)phenyl]acrylate). Yield: 9.0%. RXN SMILES: [NH2:1][C:2]1[CH:7]=[CH:6][C:5]([CH:8]=[CH:9][C:10]([O:12][CH3:13])=[O:11])=[C:4]([NH:14][C:15]([NH:17][C:18](=[O:28])[C:19]2[CH:24]=[C:23]([F:25])[C:22]([F:26])=[CH:21][C:20]=2[Cl:27])=[O:16])[CH:3]=1.C(=O)([O-])[O-].[K+].[K+].Cl[C:36]([O:38][C:39]1[CH:44]=[CH:43][C:42]([Cl:45])=[CH:41][CH:40]=1)=[O:37]>CN(C)C=O>[Cl:27][C:20]1[CH:21]=[C:22]([F:26])[C:23]([F:25])=[CH:24][C:19]=1[C:18]([NH:17][C:15](=[O:16])[NH:14][C:4]1[CH:3]=[C:2]([NH:1][C:36]([O:38][C:39]2[CH:44]=[CH:43][C:42]([Cl:45])=[CH:41][CH:40]=2)=[O:37])[CH:7]=[CH:6][C:5]=1/[CH:8]=[CH:9]/[C:10]([O:12][CH3:13])=[O:11])=[O:28] |f:1.2.3|. Procedure details: 100 mg (0.24 mmol) of methyl 3-{4-amino-2-[3-(2-chloro-4,5-difluorobenzoyl)-ureido]phenyl}acrylate (example 54 b) were reacted in 2 ml of dimethylformamide with potassium carbonate and 4-chlorophenyl chloroformate. The precipitate resulting after 4 hours was filtered off with suction. Preparative HPLC (column: Waters Xterra™MS C18, 5 μm, 30×100 mm, mobile phases: A: H2O+0.2% trifluoroacetic acid, B: acetonitrile, gradient: 2.5 minutes 90% A/10% B to 17.5 minutes 10% A/90% B) resulted in 12 mg (9...